Dataset: the Open Reaction Database (ORD), a public repository of structured organic reaction records. Task: describe an organic reaction: reactants, conditions, products, and yield Yields the product Cl, NC1Cc2ccccc2CNC1=O. Starting materials: CC(C)(C)OC(=O)NC1Cc2ccccc2CNC1=O, CCOCC, Cl. As a reaction SMILES: [C:1]([O:2][C:3](=[O:4])[NH:8][CH:9]1[C:10](=[O:20])[NH:11][CH2:12][c:13]2[c:14]([cH:16][cH:17][cH:18][cH:19]2)[CH2:15]1)([CH3:5])([CH3:6])[CH3:7].[CH3:22][CH2:23][O:24][CH2:25][CH3:26].[ClH:21]>>[ClH:21].[NH2:8][CH:9]1[C:10](=[O:20])[NH:11][CH2:12][c:13]2[c:14]([cH:16][cH:17][cH:18][cH:19]2)[CH2:15]1. Reaction SMILES: [CH3:26][C:27](=[O:28])[OH:29].[ClH:24].[F:1][c:2]1[cH:3][cH:4][c:5]2[c:6](=[O:23])[c:7]([C:18](=[O:19])[O:20][CH2:21][CH3:22])[cH:8][n:9]([CH:14]3[CH:15]([F:17])[CH2:16]3)[c:10]2[c:11]1[O:12][CH3:13].[OH2:25]>>[F:1][c:2]1[cH:3][cH:4][c:5]2[c:6](=[O:23])[c:7]([C:18](=[O:19])[OH:20])[cH:8][n:9]([CH:14]3[CH:15]([F:17])[CH2:16]3)[c:10]2[c:11]1[O:12][CH3:13]. Product: COc1c(F)ccc2c(=O)c(C(=O)O)cn(C3CC3F)c12. Starting materials: CC(=O)O, Cl, CCOC(=O)c1cn(C2CC2F)c2c(OC)c(F)ccc2c1=O, O. RXN SMILES: P([O-])(OC1C=CC=CC=1)OC1C=CC=CC=1.[NH:17]1[CH:21]=[CH:20][N:19]=[CH:18]1.[C:22]1([C:28]([C:36]2[CH:41]=[CH:40][CH:39]=[CH:38][CH:37]=2)([C:30]2[CH:35]=[CH:34][CH:33]=[CH:32][CH:31]=2)O)[CH:27]=[CH:26][CH:25]=[CH:24][CH:23]=1>N1C=CC=CC=1>[C:22]1([C:28]([C:30]2[CH:31]=[CH:32][CH:33]=[CH:34][CH:35]=2)([C:36]2[CH:37]=[CH:38][CH:39]=[CH:40][CH:41]=2)[N:17]2[CH:21]=[CH:20][N:19]=[CH:18]2)[CH:23]=[CH:24][CH:25]=[CH:26][CH:27]=1. The reactants are P(OC1=CC=CC=C1)(OC1=CC=CC=C1)[O-] (diphenyl phosphite), N1C=NC=C1 (imidazole), C1(=CC=CC=C1)C(O)(C1=CC=CC=C1)C1=CC=CC=C1 (triphenylmethanol). Run in N1=CC=CC=C1 (pyridine). The yield is 82.6%. Yields the product C1(=CC=CC=C1)C(N1C=NC=C1)(C1=CC=CC=C1)C1=CC=CC=C1 (1-triphenylmethylimidazole). Reported procedure: A mixture of pyridine (15 ml), diphenyl phosphite (2.34 g, 10 mmole), imidazole (0.68 g, 10 mmole) and triphenylmethanol (2.08 g, 8 mmole) was refluxed for 3 hours. Pyridine was removed under reduced pressure, and the residue was extracted with dichloromethane. The extract was washed with a 5% aqueous hydroxide solution and water in order, dried and evaporated. Recrystallization of the residue (2.23 g) from acetonitrile gave 2.05 g of 1-triphenylmethylimidazole as colorless needles. Yield, 82.7%... Reactants: FC1=C(C=C(N)C=C1)C(F)(F)F (4-fluoro-3-trifluoromethylaniline), solution, S(O)(O)(=O)=O (sulphuric acid), N(=O)[O-].[Na+] (sodium nitrite). Run in O (water). Reaction conditions: temperature 65 celsius. Product: FC1=C(C=C(C=C1)O)C(F)(F)F (4-fluoro-3-trifluoromethyl-phenol). Isolated yield 52.0%. As a reaction SMILES: [F:1][C:2]1[CH:8]=[CH:7][C:5](N)=[CH:4][C:3]=1[C:9]([F:12])([F:11])[F:10].S(=O)(=O)(O)[OH:14].N([O-])=O.[Na+]>O>[F:1][C:2]1[CH:8]=[CH:7][C:5]([OH:14])=[CH:4][C:3]=1[C:9]([F:12])([F:11])[F:10] |f:2.3|. Reported procedure: 70 g (0.39 mol) of 4-fluoro-3-trifluoromethylaniline, prepared according to G.C. Finger and colleagues, Journal of Med. Chem., 7, (1964), 572, are added a little at a time, while stirring, to 500 ml of a 2.5 N solution of sulphuric acid heated to a temperature of 65° C. The solution obtained is cooled to 0° C and 27 g of sodium nitrite dissolved in 45 ml of water are added whilst continuing the stirring and ensuring that the temperature does not exceed +5° C. After the end of the addition, the m... The reactants are [N+](=O)(O)[O-] (HNO3), ClC=1C(=C(C(=CC1)CC)N)CC (3-Chloro-2,6-diethyl-phenylamine), ice. Solvent: OS(=O)(=O)O (H2SO4). Run at temperature 0 celsius, time 2.5 hour. Yields the product ClC=1C(=C(C(=C(C1)[N+](=O)[O-])CC)N)CC (3-Chloro-2,6-diethyl-5-nitro-phenylamine). The yield is 84.3%. Reaction SMILES: [Cl:1][C:2]1[C:3]([CH2:11][CH3:12])=[C:4]([NH2:10])[C:5]([CH2:8][CH3:9])=[CH:6][CH:7]=1.[N+:13]([O-])([OH:15])=[O:14]>OS(O)(=O)=O>[Cl:1][C:2]1[C:3]([CH2:11][CH3:12])=[C:4]([NH2:10])[C:5]([CH2:8][CH3:9])=[C:6]([N+:13]([O-:15])=[O:14])[CH:7]=1. Reported procedure: 1.83 ml (10.9 mmol) 3-Chloro-2,6-diethyl-phenylamine (1) is dissolved on an ice-bath at 0° C. in 8 ml conc. H2SO4. 562 μl (12.0 mmol; 1.1 eq.) 90% ige HNO3 is added and the reaction mixture is stirred for 2.5 hours at 0° C. The reaction mixture is pored on ca. 200 ml ice and the obtained solution is extracted 8 times with 50 to 100 ml EE each. The combined organic layers are dried over magnesium sulphate and the solvent is removed under reduced pressure yielding 2.1 g of crude product. After pur... Reactants: CC(C)(C)[Si](OCCC1C(CC1CO[Si](C)(C)C(C)(C)C)OS(=O)(=O)C)(C)C (2-(2-(((1,1-Dimethylethyl)dimethylsilyl)oxy)ethyl)-3-(((1,1-dimethylethyl)dimethyl-silyl)oxymethyl)-1-O-methanesulfonylcyclobutanol), [N-]=[N+]=[N-].[Li+] (lithium azide). The solvent is CN(C)C=O (DMF). Conditions: temperature 80 celsius. Product: CC(C)(C)[Si](OCCC1C(CC1CO[Si](C)(C)C(C)(C)C)N=[N+]=[N-])(C)C (2-(2-(((1,1-Dimethylethyl)dimethylsilyl)oxy)ethyl)-3-(((1,1-dimethylethyl)dimethylsilyl)oxymethyl)-1-azidocyclobutane). The yield is 73.2%. RXN SMILES: [CH3:1][C:2]([Si:5]([CH3:28])([CH3:27])[O:6][CH2:7][CH2:8][CH:9]1[CH:12]([CH2:13][O:14][Si:15]([C:18]([CH3:21])([CH3:20])[CH3:19])([CH3:17])[CH3:16])[CH2:11][CH:10]1OS(C)(=O)=O)([CH3:4])[CH3:3].[N-:29]=[N+:30]=[N-:31].[Li+]>CN(C=O)C>[CH3:1][C:2]([Si:5]([CH3:28])([CH3:27])[O:6][CH2:7][CH2:8][CH:9]1[CH:12]([CH2:13][O:14][Si:15]([C:18]([CH3:21])([CH3:20])[CH3:19])([CH3:17])[CH3:16])[CH2:11][CH:10]1[N:29]=[N+:30]=[N-:31])([CH3:4])[CH3:3] |f:1.2|. Procedure details: 2-(2-(((1,1-Dimethylethyl)dimethylsilyl)oxy)ethyl)-3-(((1,1-dimethylethyl)dimethyl-silyl)oxymethyl)-1-O-methanesulfonylcyclobutanol (180 mg, 0.41 mmol) was mixed with 200 mg (4.1 mmol) of lithium azide in 4 mL of DMF. The reaction mixture was heated at 80° C. for 2 h then concentrated in vacuo. The residue was purified on a silica gel column eluted with 5% ethyl acetate in hexane to give 120 mg (73% yield) of the title compound; MS DCI-NH3M/Z: 400 (M+H)+, 417 (M+NH4)+. Starting materials: BrCC=1C[S@@]([C@H]2N(C1C(=O)OC(C)(C)C)C([C@H]2NC(CC2=CC=CC=C2)=O)=O)=O (tertbutyl (1S,6R,7R)-3-bromomethyl-1-oxo-7-phenylacetamido-3-cephem-4-carboxylate), O (water), [Cl-].[NH4+] (ammonium chloride), [Mg] (magnesium). The solvent is C(C)(=O)OCC (ethyl acetate), CN(C=O)C (dimethylformamide). Conditions: temperature 0 celsius, time 2 hour. Product: C=C1C[S@@]([C@H]2N([C@H]1C(=O)OC(C)(C)C)C([C@H]2NC(CC2=CC=CC=C2)=O)=O)=O (tert-butyl (1S,4R,6R,7R)-3-methylene-1-oxo-7-phenylacetamido-cepham-4-carboxylate). Yield: 94.4%. As a reaction SMILES: Br[CH2:2][C:3]1[CH2:4][S@:5](=[O:29])[C@@H:6]2[C@H:17]([NH:18][C:19](=[O:27])[CH2:20][C:21]3[CH:26]=[CH:25][CH:24]=[CH:23][CH:22]=3)[C:16](=[O:28])[N:7]2[C:8]=1[C:9]([O:11][C:12]([CH3:15])([CH3:14])[CH3:13])=[O:10].O.[Cl-].[NH4+].[Mg]>CN(C)C=O.C(OCC)(=O)C>[CH2:2]=[C:3]1[C@H:8]([C:9]([O:11][C:12]([CH3:15])([CH3:13])[CH3:14])=[O:10])[N:7]2[C:16](=[O:28])[C@@H:17]([NH:18][C:19](=[O:27])[CH2:20][C:21]3[CH:22]=[CH:23][CH:24]=[CH:25][CH:26]=3)[C@H:6]2[S@@:5](=[O:29])[CH2:4]1 |f:2.3|. Procedure: To a stirred solution of 480 mg (1 mmole) of tertbutyl (1S,6R,7R)-3-bromomethyl-1-oxo-7-phenylacetamido-3-cephem-4-carboxylate in 12.5 ml of dimethylformamide was added 2.5 ml of water, 1 g of ammonium chloride and 500 mg of magnesium powder at 0° C. After stirring for 2 hours at 0° C. 100 ml of ethyl acetate was added. After filtration the diluted reaction mixture was subsequently washed with water, 1N hydrochloric acid, brine, and dried with magnesium sulfate. After treating the dried solution... The reactants are COc1ccc(N2CCN(c3c(C)c(C)c4c(c3C)C(O)C(C)(C)O4)CC2)cc1, c1ccc(C2CCNCC2)cc1. The product is COc1ccc(N2CCN(c3c(C)c(C)c4c(c3C)C(N3CCC(c5ccccc5)CC3)C(C)(C)O4)CC2)cc1. As a reaction SMILES: [CH3:13][O:14][c:15]1[cH:16][cH:17][c:18]([N:21]2[CH2:22][CH2:23][N:24]([c:27]3[c:28]([CH3:41])[c:29]([CH3:40])[c:30]4[c:31]([c:38]3[CH3:39])[CH:32]([OH:37])[C:33]([CH3:35])([CH3:36])[O:34]4)[CH2:25][CH2:26]2)[cH:19][cH:20]1.[c:1]1([CH:7]2[CH2:8][CH2:9][NH:10][CH2:11][CH2:12]2)[cH:2][cH:3][cH:4][cH:5][cH:6]1>>[c:1]1([CH:7]2[CH2:8][CH2:9][N:10]([CH:32]3[c:31]4[c:30]([c:29]([CH3:40])[c:28]([CH3:41])[c:27]([N:24]5[CH2:23][CH2:22][N:21]([c:18]6[cH:17][cH:16][c:15]([O:14][CH3:13])[cH:20][cH:19]6)[CH2:26][CH2:25]5)[c:38]4[CH3:39])[O:34][C:33]3([CH3:35])[CH3:36])[CH2:11][CH2:12]2)[cH:2][cH:3][cH:4][cH:5][cH:6]1.